describe an organic reaction: reactants, conditions, products, and yield From a dataset of the Open Reaction Database (ORD), a public repository of structured organic reaction records. Starting materials: BrC=1C=NC=2N(C1)N=C(C2)C(=O)O (6-bromo-pyrazolo[1,5-a]pyrimidine-2-carboxylic acid), FC=1C=CC=C2CCNC(C12)CC (8-fluoro-1-ethyl-1,2,3,4-tetrahydro-isoquinoline). The product is BrC=1C=NC=2N(C1)N=C(C2)C(=O)N2C(C1=C(C=CC=C1CC2)F)CC ((6-Bromo-pyrazolo[1,5-a]pyrimidin-2-yl)-(8-fluoro-1-ethyl-3,4-dihydro-1H-isoquinolin-2-yl)-methanone). Reported procedure: In close analogy to the procedure described in Example 1, 6-bromo-pyrazolo[1,5-a]pyrimidine-2-carboxylic acid is reacted with 8-fluoro-1-ethyl-1,2,3,4-tetrahydro-isoquinoline to provide the title compound in moderate yield. RXN SMILES: [Br:1][C:2]1[CH:3]=[N:4][C:5]2[N:6]([N:8]=[C:9]([C:11]([OH:13])=O)[CH:10]=2)[CH:7]=1.[F:14][C:15]1[CH:16]=[CH:17][CH:18]=[C:19]2[C:24]=1[CH:23]([CH2:25][CH3:26])[NH:22][CH2:21][CH2:20]2>>[Br:1][C:2]1[CH:3]=[N:4][C:5]2[N:6]([N:8]=[C:9]([C:11]([N:22]3[CH2:21][CH2:20][C:19]4[C:24](=[C:15]([F:14])[CH:16]=[CH:17][CH:18]=4)[CH:23]3[CH2:25][CH3:26])=[O:13])[CH:10]=2)[CH:7]=1.